Task: describe an organic reaction: reactants, conditions, products, and yield. Dataset: the Open Reaction Database (ORD), a public repository of structured organic reaction records Solvent: C(C)NCC (diethylamine). Run at time 8 hour. Reported procedure: To a mixture of the title compound of Example 5 (0.457 g), copper iodide (0.010 g) and dichlorobis(triphenylphosphine)palladium (II) (0.035 g) in 15 mL diethylamine is added 3-butyne-1-ol (0.076 mL). The reaction is allowed to stir overnight. The solvents are evaporated and the residue is chromatographed on silica, eluting with 3% MeOH/CH2Cl2 to yield 0.279 g of the desired product as a tan solid. Product: ClC1=CC=C(CNC(=O)C=2C=NC3=C(C=C(C=C3C2O)C#CCCO)F)C=C1 (N-(4-Chlorobenzyl)-8-fluoro-4-hydroxy-6-(4-hydroxy-1-butynyl)-3-quinolinecarboxamide). RXN SMILES: [Cl:1][C:2]1[CH:7]=[CH:6][C:5]([CH2:8][NH:9][C:10]([C:12]2[CH:13]=[N:14][C:15]3[C:20]([C:21]=2[OH:22])=[CH:19][C:18](I)=[CH:17][C:16]=3[F:24])=[O:11])=[CH:4][CH:3]=1.[CH2:25]([OH:29])[CH2:26][C:27]#[CH:28]>C(NCC)C.[Cu](I)I.Cl[Pd](Cl)([P](C1C=CC=CC=1)(C1C=CC=CC=1)C1C=CC=CC=1)[P](C1C=CC=CC=1)(C1C=CC=CC=1)C1C=CC=CC=1>[Cl:1][C:2]1[CH:7]=[CH:6][C:5]([CH2:8][NH:9][C:10]([C:12]2[CH:13]=[N:14][C:15]3[C:20]([C:21]=2[OH:22])=[CH:19][C:18]([C:28]#[C:27][CH2:26][CH2:25][OH:29])=[CH:17][C:16]=3[F:24])=[O:11])=[CH:4][CH:3]=1 |^1:40,59|. The reagents and catalysts are [Cu](I)I (copper iodide), Cl[Pd]([P](C1=CC=CC=C1)(C2=CC=CC=C2)C3=CC=CC=C3)([P](C4=CC=CC=C4)(C5=CC=CC=C5)C6=CC=CC=C6)Cl (dichlorobis(triphenylphosphine)palladium). Starting materials: ClC1=CC=C(C=C1)CNC(=O)C=1C=NC2=C(C=C(C=C2C1O)I)F (N-[(4-Chlorophenyl)methyl]-8-fluoro-4-hydroxy-6-iodo-3-quinolinecarboxamide), C(CC#C)O (3-butyne-1-ol).